This data is from the Open Reaction Database (ORD), a public repository of structured organic reaction records. The task is: describe an organic reaction: reactants, conditions, products, and yield Starting materials: O=C([O-])[O-], CCOC(=O)C1=C(C)CC(C)(C)c2cc(C#C[Si](C)(C)C)ccc21, CCO, [K+], [K+]. Yields the product C#Cc1ccc2c(c1)C(C)(C)CC(C)=C2C(=O)OCC. Reaction SMILES: [C:25](=[O:26])([O-:27])[O-:28].[CH2:1]([CH3:2])[O:3][C:4](=[O:5])[C:6]1=[C:7]([CH3:24])[CH2:8][C:9]([CH3:22])([CH3:23])[c:10]2[cH:11][c:12]([C:16]#[C:17][Si:18]([CH3:19])([CH3:20])[CH3:21])[cH:13][cH:14][c:15]21.[CH3:31][CH2:32][OH:33].[K+:29].[K+:30]>>[CH2:1]([CH3:2])[O:3][C:4](=[O:5])[C:6]1=[C:7]([CH3:24])[CH2:8][C:9]([CH3:22])([CH3:23])[c:10]2[cH:11][c:12]([C:16]#[CH:17])[cH:13][cH:14][c:15]21. The reactants are O1C=CC2=C1C=CC(=C2)C(C(=O)N(C)C)N[C@@H](CC(C)C)C(=O)OC (methyl N-[1-(benzofuran-5-yl)-2-(dimethylamino)-2-oxoethyl]-L-leucinate), [OH-].[Li+] (lithium hydroxide). Solvent: CO (methanol), O (water). Run at time 24 hour. Yields the product O1C=CC2=C1C=CC(=C2)C(C(=O)N(C)C)N[C@@H](CC(C)C)C(=O)O (N-[1-(benzofuran-5-yl)-2-(dimethylamino)-2-oxoethyl]-L-leucine). Yield: 95.8%. RXN SMILES: [O:1]1[C:5]2[CH:6]=[CH:7][C:8]([CH:10]([NH:16][C@H:17]([C:22]([O:24]C)=[O:23])[CH2:18][CH:19]([CH3:21])[CH3:20])[C:11]([N:13]([CH3:15])[CH3:14])=[O:12])=[CH:9][C:4]=2[CH:3]=[CH:2]1.[OH-].[Li+]>CO.O>[O:1]1[C:5]2[CH:6]=[CH:7][C:8]([CH:10]([NH:16][C@H:17]([C:22]([OH:24])=[O:23])[CH2:18][CH:19]([CH3:21])[CH3:20])[C:11]([N:13]([CH3:15])[CH3:14])=[O:12])=[CH:9][C:4]=2[CH:3]=[CH:2]1 |f:1.2|. Procedure details: To a solution of methyl N-[1-(benzofuran-5-yl)-2-(dimethylamino)-2-oxoethyl]-L-leucinate (520 mg) in methanol (5 ml) was added a solution of lithium hydroxide (91 mg) in water (3 ml). After stirring vigorously for 24 hours the solvent was removed in vacuo. The residue was diluted with water (10 ml) then neutralised with 2N hydrochloric acid. This solution was applied to an Oasis™ cartridge (2×6 g) and eluted with water (×2) and methanol (×2). The required fractions were combined and evaporated t... The reactants are CC(CC)C=1N(C2=CC(=C(C=C2C1)OC)Cl)CC1=CC=CC(=N1)C(=O)OC (methyl 6-[2-(butan-2-yl)-6-chloro-5-methoxyindol-1-ylmethyl]pyridine-2-carboxylate), [OH-].[Na+] (sodium hydroxide), O (water), Cl (hydrochloric acid). Run in O1CCCC1 (tetrahydrofuran), CO (methanol), C(C)(=O)OCC (ethyl acetate). Reaction conditions: time 2.5 hour. The product is CC(CC)C=1N(C2=CC(=C(C=C2C1)OC)Cl)CC1=CC=CC(=N1)C(=O)O (6-[2-(Butan-2-yl)-6-chloro-5-methoxyindol-1-ylmethyl]pyridine-2-carboxylic acid). Isolated yield 98.6%. RXN SMILES: [CH3:1][CH:2]([C:5]1[N:6]([CH2:17][C:18]2[N:23]=[C:22]([C:24]([O:26]C)=[O:25])[CH:21]=[CH:20][CH:19]=2)[C:7]2[C:12]([CH:13]=1)=[CH:11][C:10]([O:14][CH3:15])=[C:9]([Cl:16])[CH:8]=2)[CH2:3][CH3:4].[OH-].[Na+].Cl.O>O1CCCC1.CO.C(OCC)(=O)C>[CH3:1][CH:2]([C:5]1[N:6]([CH2:17][C:18]2[N:23]=[C:22]([C:24]([OH:26])=[O:25])[CH:21]=[CH:20][CH:19]=2)[C:7]2[C:12]([CH:13]=1)=[CH:11][C:10]([O:14][CH3:15])=[C:9]([Cl:16])[CH:8]=2)[CH2:3][CH3:4] |f:1.2|. Reported procedure: To a solution of methyl 6-[2-(butan-2-yl)-6-chloro-5-methoxyindol-1-ylmethyl]pyridine-2-carboxylate (200 mg) in tetrahydrofuran (3.08 mL) and methanol (1.32 mL) was added 2 mol/L aqueous sodium hydroxide solution (0.775 mL) at room temperature, followed by stirring for 2.5 hours. To the reaction mixture was added 1 mol/L hydrochloric acid (1.55 mL). To the mixture were added water and ethyl acetate to separate the organic layer. The organic layer was washed with water twice, dried over anhydrous... Reactants: ClC1=NC2=CC=C(C=C2C=C1)Cl (2,6-dichloroquinoline), NC1=CC=C(C=C1)O (4-aminophenol), Cl (hydrochloric acid). Solvent: C(C)O (ethanol). Yields the product ClC=1C=C2C=CC(=NC2=CC1)NC1=CC=C(C=C1)O (4-[N-(6-chloro-2-quinolinyl)-amino]phenol). Isolated yield 33.0%. RXN SMILES: Cl[C:2]1[CH:11]=[CH:10][C:9]2[C:4](=[CH:5][CH:6]=[C:7]([Cl:12])[CH:8]=2)[N:3]=1.[NH2:13][C:14]1[CH:19]=[CH:18][C:17]([OH:20])=[CH:16][CH:15]=1.Cl>C(O)C>[Cl:12][C:7]1[CH:8]=[C:9]2[C:4](=[CH:5][CH:6]=1)[N:3]=[C:2]([NH:13][C:14]1[CH:19]=[CH:18][C:17]([OH:20])=[CH:16][CH:15]=1)[CH:11]=[CH:10]2. Procedure details: A mixture of 2,6-dichloroquinoline (6.0 g), 4-aminophenol (3.3 g), hydrochloric acid (3 g) and ethanol (100 ml) was stirred and refluxed for 10 hours. The solvent was removed under reduced pressure and the residue partitioned between ethyl acetate and water. The ethyl acetate extracts on evaporation gave 4-[N-(6-chloro-2-quinolinyl)-amino]phenol (2.7 g) as a brown solid. Starting materials: C(C)OC(=O)C1(CC1)C1=CC=C(C=C1)C1=CC=C(C=C1)C1=C(C(=NO1)C)CCO (1-{4′-[4-(2-hydroxy-ethyl)-3-methyl-isoxazol-5-yl]-biphenyl-4-yl}-cyclopropanecarboxylic acid ethyl ester), BrCC1=C(C=CC=C1)Cl (1-bromomethyl-2-chloro-benzene). Yields the product ClC1=C(COCCC=2C(=NOC2C2=CC=C(C=C2)C2=CC=C(C=C2)C2(CC2)C(=O)O)C)C=CC=C1 (1-(4′-{4-[2-(2-Chloro-benzyloxy)-ethyl]-3-methyl-isoxazol-5-yl}-biphenyl-4-yl)-cyclopropanecarboxylic acid). Reaction SMILES: C([O:3][C:4]([C:6]1([C:9]2[CH:14]=[CH:13][C:12]([C:15]3[CH:20]=[CH:19][C:18]([C:21]4[O:25][N:24]=[C:23]([CH3:26])[C:22]=4[CH2:27][CH2:28][OH:29])=[CH:17][CH:16]=3)=[CH:11][CH:10]=2)[CH2:8][CH2:7]1)=[O:5])C.Br[CH2:31][C:32]1[CH:37]=[CH:36][CH:35]=[CH:34][C:33]=1[Cl:38]>>[Cl:38][C:33]1[CH:34]=[CH:35][CH:36]=[CH:37][C:32]=1[CH2:31][O:29][CH2:28][CH2:27][C:22]1[C:23]([CH3:26])=[N:24][O:25][C:21]=1[C:18]1[CH:19]=[CH:20][C:15]([C:12]2[CH:13]=[CH:14][C:9]([C:6]3([C:4]([OH:3])=[O:5])[CH2:8][CH2:7]3)=[CH:10][CH:11]=2)=[CH:16][CH:17]=1. Reported procedure: Prepared according to the procedure described in Example 14, Step 4, using 1-{4′-[4-(2-hydroxy-ethyl)-3-methyl-isoxazol-5-yl]-biphenyl-4-yl}-cyclopropanecarboxylic acid ethyl ester and 1-bromomethyl-2-chloro-benzene. The reactants are O (water), ClC=1C(=NC=C(C1)Cl)C(C(=O)OCC)(F)F (ethyl (3,5-dichloropyridin-2-yl)(difluoro)acetate), Cl (HCl), [BH4-].[Na+] (sodium borohydride). The solvent is C(C)O (ethanol). Reaction conditions: time 2 hour. The product is ClC=1C(=NC=C(C1)Cl)C(CO)(F)F (2-(3,5-dichloropyridin-2-yl)-2,2-difluoroethanol). Reaction SMILES: [Cl:1][C:2]1[C:3]([C:9]([F:16])([F:15])[C:10](OCC)=[O:11])=[N:4][CH:5]=[C:6]([Cl:8])[CH:7]=1.[BH4-].[Na+].Cl.O>C(O)C>[Cl:1][C:2]1[C:3]([C:9]([F:15])([F:16])[CH2:10][OH:11])=[N:4][CH:5]=[C:6]([Cl:8])[CH:7]=1 |f:1.2|. Reported procedure: To a solution of 10 g (37 mmol) of ethyl (3,5-dichloropyridin-2-yl)(difluoro)acetate (Int-7) in 60 mL of ethanol, were added portionwise at 0° C., 1.05 g (27.7 mmol) of sodium borohydride. The reaction mixture was stirred below 10° C. for 2 hours. 30 mL of 1 N HCl were then slowly added followed by 500 mL of water. The aequeous phase was extracted three times by 300 mL of ethyl acetate and the organic phase was successively washed with brine, water and dried over magnesium sulfate. After evapora... Reactants: O=C1CCC(=O)N1Br, O=C(OOC(=O)c1ccccc1)c1ccccc1, CCOC(=O)C=C(C)Oc1cc(C)ccc1F, ClCCl. Yields the product CCOC(=O)C=C(CBr)Oc1cc(C)ccc1F. RXN SMILES: [Br:18][N:19]1[C:20](=[O:21])[CH2:22][CH2:23][C:24]1=[O:25].[C:26]([O:27][O:28][C:29](=[O:30])[c:31]1[cH:32][cH:33][cH:34][cH:35][cH:36]1)(=[O:37])[c:38]1[cH:39][cH:40][cH:41][cH:42][cH:43]1.[CH2:1]([CH3:2])[O:3][C:4]([CH:5]=[C:6]([CH3:7])[O:8][c:9]1[c:10]([F:16])[cH:11][cH:12][c:13]([CH3:15])[cH:14]1)=[O:17].[Cl:44][CH2:45][Cl:46]>>[CH2:1]([CH3:2])[O:3][C:4]([CH:5]=[C:6]([CH2:7][Br:18])[O:8][c:9]1[c:10]([F:16])[cH:11][cH:12][c:13]([CH3:15])[cH:14]1)=[O:17].